This data is from the Open Reaction Database (ORD), a public repository of structured organic reaction records. The task is: describe an organic reaction: reactants, conditions, products, and yield Reactants: ClC1=CC2=C(C(CC3=C(S2)C=CC=C3)Cl)C=C1Cl (7,8,10-trichloro-10,11-dihydrodibenzo(b,f)thiepine), C(C)OC(=O)N1CCNCC1 (1-ethoxycarbonylpiperazine), final base. The product is ClC1=CC2=C(C(CC3=C(S2)C=CC=C3)N3CCN(CC3)C(=O)OCC)C=C1Cl (7,8-Dichloro-10-(4-ethoxycarbonylpiperazino)-10,11-dihydrodibenzo(b,f)thiepine). The yield is 82.0%. As a reaction SMILES: [Cl:1][C:2]1[C:17]([Cl:18])=[CH:16][C:5]2[CH:6](Cl)[CH2:7][C:8]3[CH:14]=[CH:13][CH:12]=[CH:11][C:9]=3[S:10][C:4]=2[CH:3]=1.[CH2:19]([O:21][C:22]([N:24]1[CH2:29][CH2:28][NH:27][CH2:26][CH2:25]1)=[O:23])[CH3:20]>>[Cl:1][C:2]1[C:17]([Cl:18])=[CH:16][C:5]2[CH:6]([N:27]3[CH2:26][CH2:25][N:24]([C:22]([O:21][CH2:19][CH3:20])=[O:23])[CH2:29][CH2:28]3)[CH2:7][C:8]3[CH:14]=[CH:13][CH:12]=[CH:11][C:9]=3[S:10][C:4]=2[CH:3]=1. Procedure details: A mixture of 7,8,10-trichloro-10,11-dihydrodibenzo(b,f)thiepine (the preparation of which is described in Example 8) (9.5 g) and 1-ethoxycarbonylpiperazine (11.9 g) was heated to 110°-120° C. for 4 hours. The preparation of the reaction mixture is analogous to that used in the preparation of the final base in Example 8 and yields 10.8 g (82%) of an oily base which was dissolved in ethanol and neutralized with maleic acid. Addition of either precipitates the maleate, C25H26Cl2N2O6S which is cryst...